From a dataset of the Open Reaction Database (ORD), a public repository of structured organic reaction records. describe an organic reaction: reactants, conditions, products, and yield Starting materials: CC(=O)O, O=[N+]([O-])c1cccc2cc(S(=O)(=O)c3cccc(F)c3)cnc12, [Fe]. Product: Nc1cccc2cc(S(=O)(=O)c3cccc(F)c3)cnc12. Reaction SMILES: [CH3:24][C:25](=[O:26])[OH:27].[F:1][c:2]1[cH:3][c:4]([S:8](=[O:9])(=[O:10])[c:11]2[cH:12][n:13][c:14]3[c:15]([N+:21]([O-:22])=[O:23])[cH:16][cH:17][cH:18][c:19]3[cH:20]2)[cH:5][cH:6][cH:7]1.[Fe:28]>>[F:1][c:2]1[cH:3][c:4]([S:8](=[O:9])(=[O:10])[c:11]2[cH:12][n:13][c:14]3[c:15]([NH2:21])[cH:16][cH:17][cH:18][c:19]3[cH:20]2)[cH:5][cH:6][cH:7]1.